Dataset: the Open Reaction Database (ORD), a public repository of structured organic reaction records. Task: describe an organic reaction: reactants, conditions, products, and yield Reactants: C([O-])(O)=O.[Na+] (sodium bicarbonate), COC(C1=CC(=C(C=C1)NC(=O)OC(C)(C)C)NC)=O (4-tert-butoxycarbonylamino-3-methylaminobenzoic acid methyl ester), O1CCOCC1.Cl (hydrogen chloride-1,4-dioxane), O1CCOCC1.Cl (hydrogen chloride-1,4-dioxane). Run in CO (methanol). Conditions: time 30 minute. The product is COC(C1=CC(=C(C=C1)N)NC)=O (4-amino-3-methylaminobenzoic acid methyl ester). As a reaction SMILES: [CH3:1][O:2][C:3](=[O:20])[C:4]1[CH:9]=[CH:8][C:7]([NH:10]C(OC(C)(C)C)=O)=[C:6]([NH:18][CH3:19])[CH:5]=1.O1CCOCC1.Cl.C(=O)(O)[O-].[Na+]>CO>[CH3:1][O:2][C:3](=[O:20])[C:4]1[CH:9]=[CH:8][C:7]([NH2:10])=[C:6]([NH:18][CH3:19])[CH:5]=1 |f:1.2,3.4|. Procedure details: After dissolving 4-tert-butoxycarbonylamino-3-methylaminobenzoic acid methyl ester (794.3 mg, 2.83 mmol) in methanol (7.0 ml), a 4N hydrogen chloride-1,4-dioxane solution (3.54 ml, 14.3 mmol) was added in an ice bath, and the mixture was stirred at room temperature for 30 minutes. An equivalent amount of the 4N hydrogen chloride-1,4-dioxane solution was further added, and the mixture was stirred at 40° C. for 30 minutes. The reaction mixture was poured into ice-cooled saturated aqueous sodium bi... Starting materials: FC1=C(C=CC(=O)OCC)C=CC=C1 (ethyl 2-fluorocinnamate), [H][H] (hydrogen). The reagents and catalysts are O.[Pt]=O (platinum oxide hydrate). The solvent is C(C)O (ethanol). The product is FC1=C(C=CC=C1)CCC(=O)OCC (ethyl 3-(2-fluorophenyl)propionate). Yield: 85.1%. RXN SMILES: [F:1][C:2]1[CH:14]=[CH:13][CH:12]=[CH:11][C:3]=1[CH:4]=[CH:5][C:6]([O:8][CH2:9][CH3:10])=[O:7].[H][H]>C(O)C.O.[Pt]=O>[F:1][C:2]1[CH:14]=[CH:13][CH:12]=[CH:11][C:3]=1[CH2:4][CH2:5][C:6]([O:8][CH2:9][CH3:10])=[O:7] |f:3.4|. Procedure details: A mixture of ethyl 2-fluorocinnamate (29.25 g, 0.176 mol) and platinum oxide hydrate (0.25, EM Scientific) in 95% ethanol (150 mL) was placed on a Parr hydrogenation apparatus and shaken under 2-4 atm at hydrogen pressure. After the appropriate amount of hydrogen was consumed, the catalyst was removed by filtration, and the filtrate was concentrated in vacuo to give 29.39 g (99%) of crude ethyl 3-(2-fluorophenyl)propionate. This material was used without further purification. Reactants: O=C([O-])O, CC(C)O, CCOC(C)=O, Cl, C=Cc1ccc(C#N)c(C(F)(F)F)c1, NO, [Na+]. Product: C=Cc1ccc(C(N)=NO)c(C(F)(F)F)c1. As a reaction SMILES: [C:15](=[O:16])([OH:17])[O-:18].[CH3:23][CH:24]([OH:25])[CH3:26].[CH3:27][CH2:28][O:29][C:30](=[O:31])[CH3:32].[ClH:20].[F:1][C:2]([c:3]1[c:4]([C:5]#[N:6])[cH:7][cH:8][c:9]([CH:11]=[CH2:12])[cH:10]1)([F:13])[F:14].[NH2:21][OH:22].[Na+:19]>>[F:1][C:2]([c:3]1[c:4]([C:5]([NH2:6])=[N:21][OH:22])[cH:7][cH:8][c:9]([CH:11]=[CH2:12])[cH:10]1)([F:13])[F:14]. Yield: 53.0%. Run in C(C)O (ethanol), C(C)O (ethanol), C1(=CC=CC=C1)C (toluene). Reactants: FC1=C(C=CC(=C1)F)C(=O)N=C=S (2,4-difluoro-1-benzenecarbonyl isothiocyanate), FC1=C(C=CC(=C1)F)C(=O)Cl (2,4-difluoro-1-benzenecarbonyl chloride), ClC1=C(N)C=CC(=C1)OC1=CC=NC2=CC(=C(C=C12)OC)OC (2-Chloro-4-[(6,7-dimethoxy-4-quinolyl)oxy]aniline). Yields the product FC1=C(C=CC(=C1)F)C(=O)N=C=S (2,4-Difluoro-1-benzenecarbonyl isothiocyanate), ClC1=C(C=CC(=C1)OC1=CC=NC2=CC(=C(C=C12)OC)OC)NC(=S)NC(C1=C(C=C(C=C1)F)F)=O (N-{2-Chloro-4-[(6,7-dimethoxy-4-quinolyl)oxy]phenyl}-N′-(2,4-difluorobenzoyl)thiourea). Reaction SMILES: FC1C=C(F)C=CC=1C(Cl)=O.[Cl:12][C:13]1[CH:19]=[C:18]([O:20][C:21]2[C:30]3[C:25](=[CH:26][C:27]([O:33][CH3:34])=[C:28]([O:31][CH3:32])[CH:29]=3)[N:24]=[CH:23][CH:22]=2)[CH:17]=[CH:16][C:14]=1[NH2:15].[F:35][C:36]1[CH:41]=[C:40]([F:42])[CH:39]=[CH:38][C:37]=1[C:43]([N:45]=[C:46]=[S:47])=[O:44]>C1(C)C=CC=CC=1.C(O)C>[F:35][C:36]1[CH:41]=[C:40]([F:42])[CH:39]=[CH:38][C:37]=1[C:43]([N:45]=[C:46]=[S:47])=[O:44].[Cl:12][C:13]1[CH:19]=[C:18]([O:20][C:21]2[C:30]3[C:25](=[CH:26][C:27]([O:33][CH3:34])=[C:28]([O:31][CH3:32])[CH:29]=3)[N:24]=[CH:23][CH:22]=2)[CH:17]=[CH:16][C:14]=1[NH:15][C:46]([NH:45][C:43](=[O:44])[C:37]1[CH:38]=[CH:39][C:40]([F:42])=[CH:41][C:36]=1[F:35])=[S:47]. Procedure details: 2,4-Difluoro-1-benzenecarbonyl isothiocyanate was prepared using commercially available 2,4-difluoro-1-benzenecarbonyl chloride (80 mg) as a starting compound according to the description of the literature. 2-Chloro-4-[(6,7-dimethoxy-4-quinolyl)oxy]aniline (50 mg) was dissolved in toluene (5 ml) and ethanol (1 ml) to prepare a solution. A solution of 2,4-difluoro-1-benzenecarbonyl isothiocyanate in ethanol (1 ml) was then added to the solution, and the mixture was stirred at room temperature for... Run at time 2 hour. Starting materials: CC=1NC(=C(C(C1C(=O)OCC)C1=C(C=CC=C1)OC)C(=O)OCC)C=O (diethyl 2-methyl-4-(2-methoxyphenyl)-6-formyl-1,4-dihydropyridine-3,5-dicarboxylate), resultant mixture, Cl (hydrochloric acid), [BH4-].[Na+] (sodium borohydride), resultant mixture. Run in C(C)O (ethanol). Yields the product CC=1NC(=C(C(C1C(=O)OCC)C1=C(C=CC=C1)OC)C(=O)OCC)CO (diethyl 2-methyl-4-(2-methoxyphenyl)-6-hydroxymethyl-1,4-dihydropyridine-3,5-dicarboxylate). The yield is 32.7%. As a reaction SMILES: [CH3:1][C:2]1[NH:3][C:4]([CH:26]=[O:27])=[C:5]([C:21]([O:23][CH2:24][CH3:25])=[O:22])[CH:6]([C:13]2[CH:18]=[CH:17][CH:16]=[CH:15][C:14]=2[O:19][CH3:20])[C:7]=1[C:8]([O:10][CH2:11][CH3:12])=[O:9].[BH4-].[Na+].Cl>C(O)C>[CH3:1][C:2]1[NH:3][C:4]([CH2:26][OH:27])=[C:5]([C:21]([O:23][CH2:24][CH3:25])=[O:22])[CH:6]([C:13]2[CH:18]=[CH:17][CH:16]=[CH:15][C:14]=2[O:19][CH3:20])[C:7]=1[C:8]([O:10][CH2:11][CH3:12])=[O:9] |f:1.2|. Procedure: To a solution of diethyl 2-methyl-4-(2-methoxyphenyl)-6-formyl-1,4-dihydropyridine-3,5-dicarboxylate (1.1320 g) in ethanol (30 ml) was gradually added sodium borohydride (114 mg) under stirring and the resultant mixture was further stirred at room temperature for an hour. The resultant mixture was acidified with dilute hydrochloric acid. After removing ethanol from the mixture, water was added to the residue to solidify. The solid was collected by filtration, dried and washed with diethyl ether.... The reactants are O=C([O-])[O-], CCC1Oc2ccc(F)cc2NC(=O)C1N(Cc1ccccc1)Cc1ccccc1, CN(C)C=O, [Cs+], [Cs+], O=S(=O)(OCC(F)(F)F)C(F)(F)F. The product is CCC1Oc2ccc(F)cc2N(CC(F)(F)F)C(=O)C1N(Cc1ccccc1)Cc1ccccc1. Reaction SMILES: [C:44](=[O:45])([O-:46])[O-:47].[CH2:1]([c:2]1[cH:3][cH:4][cH:5][cH:6][cH:7]1)[N:8]([CH:9]1[CH:10]([CH2:22][CH3:23])[O:11][c:12]2[c:13]([cH:17][c:18]([F:21])[cH:19][cH:20]2)[NH:14][C:15]1=[O:16])[CH2:24][c:25]1[cH:26][cH:27][cH:28][cH:29][cH:30]1.[CH3:50][N:51]([CH3:52])[CH:53]=[O:54].[Cs+:48].[Cs+:49].[S:31]([O:32][CH2:39][C:40]([F:41])([F:42])[F:43])([C:33]([F:34])([F:35])[F:36])(=[O:37])=[O:38]>>[CH2:1]([c:2]1[cH:3][cH:4][cH:5][cH:6][cH:7]1)[N:8]([CH:9]1[CH:10]([CH2:22][CH3:23])[O:11][c:12]2[c:13]([cH:17][c:18]([F:21])[cH:19][cH:20]2)[N:14]([CH2:39][C:40]([F:41])([F:42])[F:43])[C:15]1=[O:16])[CH2:24][c:25]1[cH:26][cH:27][cH:28][cH:29][cH:30]1. Reactants: CCN(C(C)C)C(C)C, O=C(Cl)c1ccc(Cl)cc1, CCOC(=O)CCCNc1ccc(-c2ccccc2)cc1, c1ccccc1. Yields the product CCOC(=O)CCCN(C(=O)c1ccc(Cl)cc1)c1ccc(-c2ccccc2)cc1. As a reaction SMILES: [CH2:22]([N:23]([CH:24]([CH3:25])[CH3:26])[CH:27]([CH3:28])[CH3:29])[CH3:30].[Cl:31][c:32]1[cH:33][cH:34][c:35]([C:36](=[O:37])[Cl:38])[cH:39][cH:40]1.[c:1]1(-[c:16]2[cH:17][cH:18][cH:19][cH:20][cH:21]2)[cH:2][cH:3][c:4]([NH:7][CH2:8][CH2:9][CH2:10][C:11](=[O:12])[O:13][CH2:14][CH3:15])[cH:5][cH:6]1.[cH:41]1[cH:42][cH:43][cH:44][cH:45][cH:46]1>>[c:1]1(-[c:16]2[cH:17][cH:18][cH:19][cH:20][cH:21]2)[cH:2][cH:3][c:4]([N:7]([CH2:8][CH2:9][CH2:10][C:11](=[O:12])[O:13][CH2:14][CH3:15])[C:36]([c:35]2[cH:34][cH:33][c:32]([Cl:31])[cH:40][cH:39]2)=[O:37])[cH:5][cH:6]1.